Dataset: the Open Reaction Database (ORD), a public repository of structured organic reaction records. Task: describe an organic reaction: reactants, conditions, products, and yield The reactants are CC(=O)O[BH-](OC(C)=O)OC(C)=O, C[N+](C)(C)C, CC(Cl)Cl, O=C(O)C(F)(F)F, c1ccc2c(c1)Oc1cc(-c3nnn[nH]3)ccc1N2C1CCNCC1, O=Cc1ncc[nH]1. Product: c1ccc2c(c1)Oc1cc(-c3nnn[nH]3)ccc1N2C1CCN(Cc2ncc[nH]2)CC1. RXN SMILES: [C:40]([O:41][BH-:42]([O:43][C:44](=[O:45])[CH3:46])[O:47][C:48](=[O:49])[CH3:50])(=[O:51])[CH3:52].[CH3:53][N+:54]([CH3:55])([CH3:56])[CH3:57].[Cl:58][CH:59]([Cl:60])[CH3:61].[F:1][C:2]([F:3])([F:4])[C:5]([OH:6])=[O:7].[NH:8]1[CH2:9][CH2:10][CH:11]([N:14]2[c:15]3[cH:16][cH:17][cH:18][cH:19][c:20]3[O:21][c:22]3[cH:23][c:24](-[c:28]4[n:29][n:30][n:31][nH:32]4)[cH:25][cH:26][c:27]32)[CH2:12][CH2:13]1.[nH:33]1[c:34]([CH:38]=[O:39])[n:35][cH:36][cH:37]1>>[N:8]1([CH2:38][c:34]2[nH:33][cH:37][cH:36][n:35]2)[CH2:9][CH2:10][CH:11]([N:14]2[c:15]3[cH:16][cH:17][cH:18][cH:19][c:20]3[O:21][c:22]3[cH:23][c:24](-[c:28]4[n:29][n:30][n:31][nH:32]4)[cH:25][cH:26][c:27]32)[CH2:12][CH2:13]1. The reactants are COC(\C=C(\C)/N)=O (3-aminocrotonic acid methyl ester), C1(=CC=CC=C1)S(=O)(=O)CC(C)=O (phenylsulphonylacetone), [N+](=O)([O-])C1=C(C=O)C=CC=C1 (o-nitrobenz- aldehyde). Solvent: CN(P(N(C)C)(N(C)C)=O)C (hexamethylphosphoric acid triamide), C(C)(=O)OCC (ethyl acetate). Conditions: temperature 110 celsius, time 10 hour. Yields the product CC=1NC(=C(C(C1C(=O)OC)C1=C(C=CC=C1)[N+](=O)[O-])S(=O)(=O)C1=CC=CC=C1)C (2,6dimethyl-3-carbomethoxy-4-(2-nitrophenyl)-5- phenylsulphonyl-1,4-dihydropyridine). Reaction SMILES: [CH3:1][O:2][C:3](=[O:8])/[CH:4]=[C:5](\[NH2:7])/[CH3:6].[C:9]1([S:15]([CH2:18][C:19](=O)[CH3:20])(=[O:17])=[O:16])[CH:14]=[CH:13][CH:12]=[CH:11][CH:10]=1.[N+:22]([C:25]1[CH:32]=[CH:31][CH:30]=[CH:29][C:26]=1[CH:27]=O)([O-:24])=[O:23]>CN(C)P(=O)(N(C)C)N(C)C.C(OCC)(=O)C>[CH3:6][C:5]1[NH:7][C:19]([CH3:20])=[C:18]([S:15]([C:9]2[CH:14]=[CH:13][CH:12]=[CH:11][CH:10]=2)(=[O:17])=[O:16])[CH:27]([C:26]2[CH:29]=[CH:30][CH:31]=[CH:32][C:25]=2[N+:22]([O-:24])=[O:23])[C:4]=1[C:3]([O:2][CH3:1])=[O:8]. Procedure: 6.9 g of 3-aminocrotonic acid methyl ester and 13.9 g of phenylsulphonylacetone are added to 9.1 g of o-nitrobenz- aldehyde dissolved in 50 ml of hexamethylphosphoric acid triamide. The mixture is then stirred for 10 hours under nitrogen at a bath temperature of 110° C. The mixture is cooled and dissolved in 400 ml of ethyl acetate and the solution is washed with a mixture of 400 ml of water, 60 ml of methanol and 60 ml of saturated sodium chloride solution. The aqueous phase is separated off an... Starting materials: COC(C(C1=CC=C(C=C1)O)=O)=O (4-hydroxy-alpha-oxobenzeneacetic acid methyl ester), Cl.ClCC1=NC2=CC=CC=C2C=C1 (2-chloromethylquinoline hydrochloride), [H-].[Na+] (sodium hydride). Run in CN(C=O)C (dimethylformamide). Conditions: temperature 50 celsius. Product: COC(C(C1=CC=C(C=C1)OCC1=NC2=CC=CC=C2C=C1)=O)=O (4-[(2-quinolinyl)methoxy]-alpha-oxobenzeneacetic acid methyl ester). The yield is 43.7%. Reaction SMILES: [CH3:1][O:2][C:3](=[O:13])[C:4](=[O:12])[C:5]1[CH:10]=[CH:9][C:8]([OH:11])=[CH:7][CH:6]=1.Cl.Cl[CH2:16][C:17]1[CH:26]=[CH:25][C:24]2[C:19](=[CH:20][CH:21]=[CH:22][CH:23]=2)[N:18]=1.[H-].[Na+]>CN(C)C=O>[CH3:1][O:2][C:3](=[O:13])[C:4](=[O:12])[C:5]1[CH:10]=[CH:9][C:8]([O:11][CH2:16][C:17]2[CH:26]=[CH:25][C:24]3[C:19](=[CH:20][CH:21]=[CH:22][CH:23]=3)[N:18]=2)=[CH:7][CH:6]=1 |f:1.2,3.4|. Reported procedure: A solution of 4-hydroxy-alpha-oxobenzeneacetic acid methyl ester (0.50 g) and 2-chloromethylquinoline hydrochloride (0.60 g) were suspended in 6 mL of dimethylformamide and 60% sodium hydride (0.224 g) was added. When gas evolution ceased, the bath temperature was raised to 50° C. for 2 hours. The reaction mixture was quenched with 0.1 mL of acetic acid and was diluted with ethyl acetate (75 mL). The mixture was washed with water (2×25 mL) and brine (1×25 mL), dried (MgSO4) and chromatographed o... The reactants are COC(=O)COc1cccc(CC(C)=O)c1, NCC(O)c1ccc(O)c(CO)c1, c1ccccc1. As a reaction SMILES: [C:1](=[O:2])([O:3][CH3:4])[CH2:5][O:6][c:7]1[cH:8][c:9]([CH2:13][C:14]([CH3:15])=[O:16])[cH:10][cH:11][cH:12]1.[OH:17][CH:18]([CH2:19][NH2:20])[c:21]1[cH:22][c:23]([CH2:28][OH:29])[c:24]([OH:27])[cH:25][cH:26]1.[cH:30]1[cH:31][cH:32][cH:33][cH:34][cH:35]1>>[C:1](=[O:2])([O:3][CH3:4])[CH2:5][O:6][c:7]1[cH:8][c:9]([CH2:13][CH:14]([CH3:15])[NH:20][CH2:19][CH:18]([OH:17])[c:21]2[cH:22][c:23]([CH2:28][OH:29])[c:24]([OH:27])[cH:25][cH:26]2)[cH:10][cH:11][cH:12]1. Yields the product COC(=O)COc1cccc(CC(C)NCC(O)c2ccc(O)c(CO)c2)c1. The reactants are ClC1=NN2C(C(=CC=C2)NCC2=C(C=CC=C2)S(=O)(=O)C)=N1 ((2-chloro-[1,2,4]triazolo[1,5-a]pyridin-8-yl)-(2-methanesulfonyl-benzyl)-amine), CN1CCC(CC1)C1=CC=C(C=C1)N (4-(1-methyl-piperidin-4-yl)-phenylamine), C1(CCCCC1)P(C1=C(C=CC=C1)C1=C(C=CC=C1)P(C1CCCCC1)C1CCCCC1)C1CCCCC1 (2,2′-bis-dicyclohexylphosphanyl-biphenyl). Product: CS(=O)(=O)C1=C(CNC=2C=3N(C=CC2)N=C(N3)NC3=CC=C(C=C3)C3CCN(CC3)C)C=CC=C1 (N(8)-(2-Methanesulfonyl-benzyl)-N(2)-[4-(1-methyl-piperidin-4-yl)-phenyl]-[1,2,4]triazolo[1,5-a]pyridine-2,8-diamine), foam. Yield: 38.0%. RXN SMILES: Cl[C:2]1[N:22]=[C:5]2[C:6]([NH:10][CH2:11][C:12]3[CH:17]=[CH:16][CH:15]=[CH:14][C:13]=3[S:18]([CH3:21])(=[O:20])=[O:19])=[CH:7][CH:8]=[CH:9][N:4]2[N:3]=1.[CH3:23][N:24]1[CH2:29][CH2:28][CH:27]([C:30]2[CH:35]=[CH:34][C:33]([NH2:36])=[CH:32][CH:31]=2)[CH2:26][CH2:25]1.C1(P(C2CCCCC2)C2C=CC=CC=2C2C=CC=CC=2P(C2CCCCC2)C2CCCCC2)CCCCC1>>[CH3:21][S:18]([C:13]1[CH:14]=[CH:15][CH:16]=[CH:17][C:12]=1[CH2:11][NH:10][C:6]1[C:5]2[N:4]([N:3]=[C:2]([NH:36][C:33]3[CH:34]=[CH:35][C:30]([CH:27]4[CH2:26][CH2:25][N:24]([CH3:23])[CH2:29][CH2:28]4)=[CH:31][CH:32]=3)[N:22]=2)[CH:9]=[CH:8][CH:7]=1)(=[O:20])=[O:19]. Procedure details: N(8)-(2-Methanesulfonyl-benzyl)-N(2)-[4-(1-methyl-piperidin-4-yl)-phenyl]-[1,2,4]triazolo[1,5-a]pyridine-2,8-diamine was prepared from (2-chloro-[1,2,4]triazolo[1,5-a]pyridin-8-yl)-(2-methanesulfonyl-benzyl)-amine (75.0 mg, 0.223 mmol) and 4-(1-methyl-piperidin-4-yl)-phenylamine (47.0 mg, 0.247 mmol) with 2,2′-bis-dicyclohexylphosphanyl-biphenyl (25.0 mg, 0.0457 mmol) as the ligand in a manner analogous to Example 2d. Product isolated as a tan foam (0.042 g, 38%). 1H NMR (400 MHz, CDCl3, δ, ppm)... The reactants are C(C)(=O)C=1C(NC(=C(C1)C1=CC=C(C=C1)Cl)C1=C(C=CC=C1)Cl)=O (3-Acetyl-6-(2-chlorophenyl)-5-(4-chlorophenyl)pyridin-2(1H)-one), C(C1=CC=CC=C1)OCC(=O)C (1-(benzyloxy)acetone). Yields the product C(C1=CC=CC=C1)OC1(CC(C=2C(=NC(=C(C2)C2=CC=C(C=C2)Cl)C2=C(C=CC=C2)Cl)O1)=O)C (2-(Benzyloxy)-7-(2-chlorophenyl)-6-(4-chlorophenyl)-2-methyl-2,3-dihydro-4H-pyrano[2,3-b]pyridin-4-one). RXN SMILES: [C:1]([C:4]1[C:5](=[O:24])[NH:6][C:7]([C:17]2[CH:22]=[CH:21][CH:20]=[CH:19][C:18]=2[Cl:23])=[C:8]([C:10]2[CH:15]=[CH:14][C:13]([Cl:16])=[CH:12][CH:11]=2)[CH:9]=1)(=[O:3])[CH3:2].[CH2:25]([O:32][CH2:33][C:34](C)=O)[C:26]1[CH:31]=[CH:30][CH:29]=[CH:28][CH:27]=1>>[CH2:25]([O:32][C:33]1([CH3:34])[O:24][C:5]2=[N:6][C:7]([C:17]3[CH:22]=[CH:21][CH:20]=[CH:19][C:18]=3[Cl:23])=[C:8]([C:10]3[CH:15]=[CH:14][C:13]([Cl:16])=[CH:12][CH:11]=3)[CH:9]=[C:4]2[C:1](=[O:3])[CH2:2]1)[C:26]1[CH:31]=[CH:30][CH:29]=[CH:28][CH:27]=1. Procedure: The product of Example 4 Step A and 1-(benzyloxy)acetone were combined in a procedure similar to Example 4 Step B to obtain the title compound. Reactants: C(C)S(=O)(=O)C=1C=C(C(=CC1)NCC1CCOCC1)N (4-(Ethylsulfonyl)-N1-(tetrahydro-2H-pyran-4-ylmethyl)benzene-1,2-diamine), C(C)(C)(C)CC(=O)Cl (tert-butylacetyl chloride). Run in C(C)(=O)OCC (ethyl acetate). Run at time 2 hour. The product is CC(CC1=NC2=C(N1CC1CCOCC1)C=CC(=C2)S(=O)(=O)CC)(C)C (2-(2,2-Dimethylpropyl)-5-(ethylsulfonyl)-1-(tetrahydro-2H-pyran-4-ylmethyl)-1H-benzimidazole). The yield is 34.0%. Reaction SMILES: [CH2:1]([S:3]([C:6]1[CH:7]=[C:8]([NH2:20])[C:9]([NH:12][CH2:13][CH:14]2[CH2:19][CH2:18][O:17][CH2:16][CH2:15]2)=[CH:10][CH:11]=1)(=[O:5])=[O:4])[CH3:2].[C:21]([CH2:25][C:26](Cl)=O)([CH3:24])([CH3:23])[CH3:22]>C(OCC)(=O)C>[CH3:22][C:21]([CH3:24])([CH3:23])[CH2:25][C:26]1[N:12]([CH2:13][CH:14]2[CH2:19][CH2:18][O:17][CH2:16][CH2:15]2)[C:9]2[CH:10]=[CH:11][C:6]([S:3]([CH2:1][CH3:2])(=[O:4])=[O:5])=[CH:7][C:8]=2[N:20]=1. Procedure: To a solution of 4-(ethylsulfonyl)-N′-(tetrahydro-2H-pyran-4-ylmethyl)benzene-1,2-diamine (Step B) in ethyl acetate (16 mL) was added tert-butylacetyl chloride (0.1 mL, 0.8 mmol) at room temperature. After stirring for 2 h, the mixture was quenched with water and extracted three times with ethyl acetate. The combined organic layers were dried over magnesium sulfate and filtered. The filtrate was evaporated under reduced pressure. The residue was dissolved in ethanol and 2N sodium hydroxide solut...